This data is from the Open Reaction Database (ORD), a public repository of structured organic reaction records. The task is: describe an organic reaction: reactants, conditions, products, and yield The reactants are [C-]#N, [C-]#N, Cc1ccc(-c2c(NS(=O)(=O)c3ccc(C(C)(C)C)cc3)ncnc2OCCOc2ncc(Br)cn2)cc1, CN1CCN(C)C1=O, [Cl-], [NH4+], [Zn+2], c1ccc(P(c2ccccc2)(c2ccccc2)[Pd](P(c2ccccc2)(c2ccccc2)c2ccccc2)(P(c2ccccc2)(c2ccccc2)c2ccccc2)P(c2ccccc2)(c2ccccc2)c2ccccc2)cc1. Product: Cc1ccc(-c2c(NS(=O)(=O)c3ccc(C(C)(C)C)cc3)ncnc2OCCOc2ncc(C#N)cn2)cc1. As a reaction SMILES: [C-:49]#[N:50].[C-:52]#[N:53].[C:1]([CH3:2])([CH3:3])([CH3:4])[c:5]1[cH:6][cH:7][c:8]([S:11](=[O:12])(=[O:13])[NH:14][c:15]2[n:16][cH:17][n:18][c:19]([O:28][CH2:29][CH2:30][O:31][c:32]3[n:33][cH:34][c:35]([Br:38])[cH:36][n:37]3)[c:20]2-[c:21]2[cH:22][cH:23][c:24]([CH3:27])[cH:25][cH:26]2)[cH:9][cH:10]1.[CH3:39][N:40]1[CH2:41][CH2:42][N:43]([CH3:44])[C:45]1=[O:46].[Cl-:47].[NH4+:48].[Zn+2:51].[cH:54]1[cH:55][cH:56][c:57]([P:58]([Pd:59]([P:60]([c:61]2[cH:62][cH:63][cH:64][cH:65][cH:66]2)([c:67]2[cH:68][cH:69][cH:70][cH:71][cH:72]2)[c:73]2[cH:74][cH:75][cH:76][cH:77][cH:78]2)([P:79]([c:80]2[cH:81][cH:82][cH:83][cH:84][cH:85]2)([c:86]2[cH:87][cH:88][cH:89][cH:90][cH:91]2)[c:92]2[cH:93][cH:94][cH:95][cH:96][cH:97]2)[P:98]([c:99]2[cH:100][cH:101][cH:102][cH:103][cH:104]2)([c:105]2[cH:106][cH:107][cH:108][cH:109][cH:110]2)[c:111]2[cH:112][cH:113][cH:114][cH:115][cH:116]2)([c:117]2[cH:118][cH:119][cH:120][cH:121][cH:122]2)[c:123]2[cH:124][cH:125][cH:126][cH:127][cH:128]2)[cH:129][cH:130]1>>[C:1]([CH3:2])([CH3:3])([CH3:4])[c:5]1[cH:6][cH:7][c:8]([S:11](=[O:12])(=[O:13])[NH:14][c:15]2[n:16][cH:17][n:18][c:19]([O:28][CH2:29][CH2:30][O:31][c:32]3[n:33][cH:34][c:35]([C:39]#[N:40])[cH:36][n:37]3)[c:20]2-[c:21]2[cH:22][cH:23][c:24]([CH3:27])[cH:25][cH:26]2)[cH:9][cH:10]1. Starting materials: NCCCCCCN (1,6-diaminohexane), CSC(N)=N (S-methylthiopseudourea), OS(=O)(=O)O (H2SO4). Solvent: O (H2O), O (H2O). Reaction conditions: time 15 hour. The product is N(C(=N)N)CCCCCCN (6-guanidino-1-hexanamine). Reaction SMILES: [NH2:1][CH2:2][CH2:3][CH2:4][CH2:5][CH2:6][CH2:7][NH2:8].CS[C:11](=[NH:13])[NH2:12].OS(O)(=O)=O>O>[NH:1]([CH2:2][CH2:3][CH2:4][CH2:5][CH2:6][CH2:7][NH2:8])[C:11]([NH2:13])=[NH:12]. Reported procedure: To 2.3 g. of 1,6-diaminohexane dissolved in 50 ml. of H2O was added dropwise with vigorous stirring a solution of 2 g. of S-methylthiopseudourea.H2SO4 in 20 ml. of H2O. After the completion of addition, the stirring was continued for 15 hours, after which the precipitate (the diadduct) was filtered. The filtrate was concentrated to a viscous oil which upon the addition of 50 ml. of MeOH precipitated 718 mg. of white powder. Reactants: CN(C)C=O (DMF), CCN(C(C)C)C(C)C (iPr2NEt), N1C=CC=2C(=CC=CC12)S(=O)(=O)Cl (indole-4-sulfonyl chloride), C(C)(C)(C)OC(=O)NC(C(=O)OC)CCC1=C(C=CC=C1)Cl (methyl 2-[(tert-butoxycarbonyl)amino]-4-(2-chlorophenyl)butanoate). Run in C(Cl)Cl.C(=O)(C(F)(F)F)O (CH2Cl2 TFA), O (water). Reaction conditions: time 12 hour. The product is ClC1=C(C=CC=C1)CCC(C(=O)N1CCCCC1)NS(=O)(=O)C=1C=2C=CNC2C=CC1 (N-[3-(2-chlorophenyl)-1-(piperidin-1-ylcarbonyl)propyl]-1H-indole-4-sulfonamide). The yield is 73.0%. RXN SMILES: C(OC([NH:8][CH:9]([CH2:14][CH2:15][C:16]1[CH:21]=[CH:20][CH:19]=[CH:18][C:17]=1[Cl:22])[C:10]([O:12]C)=O)=O)(C)(C)C.C[N:24]([CH:26]=O)[CH3:25].CCN(C(C)C)[CH:31]([CH3:33])[CH3:32].[NH:37]1[C:45]2[CH:44]=[CH:43][CH:42]=[C:41]([S:46](Cl)(=[O:48])=[O:47])[C:40]=2[CH:39]=[CH:38]1>C(Cl)Cl.C(O)(C(F)(F)F)=O.O>[Cl:22][C:17]1[CH:18]=[CH:19][CH:20]=[CH:21][C:16]=1[CH2:15][CH2:14][CH:9]([NH:8][S:46]([C:41]1[C:40]2[CH:39]=[CH:38][NH:37][C:45]=2[CH:44]=[CH:43][CH:42]=1)(=[O:48])=[O:47])[C:10]([N:24]1[CH2:26][CH2:33][CH2:31][CH2:32][CH2:25]1)=[O:12] |f:4.5|. Procedure details: A solution of 1.1 g (3.4 mmol) of methyl 2-[(tert-butoxycarbonyl)amino]-4-(2-chlorophenyl)butanoate in 8 mL of 1:1 CH2Cl2/TFA is stirred for 1 h. The mixture is concentrated and 10 mL of DMF, 1.5 mL (8.5 mmol) of iPr2NEt, and 0.81 g (3.7 mmol) of indole-4-sulfonyl chloride are added. The mixture is stirred for 12 h, diluted with water, and extracted with EtOAc. The extract is washed with brine, dried over MgSO4, filtered and concentrated. The residue is purified by flash chromatography (0-100% E... Starting materials: COC=1C=C2C=CC(=C(C2=CC1)C(C1=CC=C(C=C1)OCCN1CCCCC1)=O)OS(=O)(=O)C(F)(F)F (trifluoromethanesulfonic acid 6-methoxy-1-[4-(2-piperidin-1-yl-ethoxy)-benzoyl]-naphthalen-2-yl ester), FC1=C(C(=CC=C1)F)B(O)O (2,6-difluorophenyl boronic acid), [F-].[Cs+] (cesium fluoride). Reagents/catalysts: Cl[Pd]([P](C1=CC=CC=C1)(C2=CC=CC=C2)C3=CC=CC=C3)([P](C4=CC=CC=C4)(C5=CC=CC=C5)C6=CC=CC=C6)Cl (trans-dichlorobis(triphenylphosphine)palladium). Conditions: temperature 80 celsius, time 3 hour. Product: FC1=C(C=C(C=C1)F)C1=C(C2=CC=C(C=C2C=C1)OC)C(=O)C1=CC=C(C=C1)OCCN1CCCCC1 ([2-(2,5-Difluoro-phenyl)-6-methoxy-naphthalen-1-yl]-[4-(2-piperidin-1-yl-ethoxy)-phenyl]-methanone). As a reaction SMILES: [CH3:1][O:2][C:3]1[CH:4]=[C:5]2[C:10](=[CH:11][CH:12]=1)[C:9]([C:13](=[O:29])[C:14]1[CH:19]=[CH:18][C:17]([O:20][CH2:21][CH2:22][N:23]3[CH2:28][CH2:27][CH2:26][CH2:25][CH2:24]3)=[CH:16][CH:15]=1)=[C:8](OS(C(F)(F)F)(=O)=O)[CH:7]=[CH:6]2.F[C:39]1[CH:44]=[CH:43][CH:42]=[C:41]([F:45])[C:40]=1B(O)O.[F-:49].[Cs+]>Cl[Pd](Cl)([P](C1C=CC=CC=1)(C1C=CC=CC=1)C1C=CC=CC=1)[P](C1C=CC=CC=1)(C1C=CC=CC=1)C1C=CC=CC=1>[F:49][C:44]1[CH:43]=[CH:42][C:41]([F:45])=[CH:40][C:39]=1[C:8]1[CH:7]=[CH:6][C:5]2[C:10](=[CH:11][CH:12]=[C:3]([O:2][CH3:1])[CH:4]=2)[C:9]=1[C:13]([C:14]1[CH:15]=[CH:16][C:17]([O:20][CH2:21][CH2:22][N:23]2[CH2:28][CH2:27][CH2:26][CH2:25][CH2:24]2)=[CH:18][CH:19]=1)=[O:29] |f:2.3,^1:53,72|. Procedure details: Add trifluoromethanesulfonic acid 6-methoxy-1-[4-(2-piperidin-1-yl-ethoxy)-benzoyl]-naphthalen-2-yl ester (552 mg, 1.0 mmol), 2,6-difluorophenyl boronic acid (320 mg, 2.0 mmol), trans dichlorobis(triphenylphosphine)palladium II (70 mg, 0.1 mmol) and cesium fluoride (1.3 g, 8.6 mmol) to a 20 mL vial along with 8.0 mL degassed acetonitrile. Seal the vial with a septum and purge with nitrogen gas. Heat the mixture with stirring at 80° C. for three hours. Cool, filter and purify on an SCX column, el... Reactants: CCCCOCCOc1ccc(-c2ccc3c(c2)C=C(C(=O)Nc2ccc(SCc4cncn4CC(C)C)cc2)CCN3CC(C)C)cc1, CSC, ClCCl, O, O=C(OO)c1cccc(Cl)c1. Yields the product CCCCOCCOc1ccc(-c2ccc3c(c2)C=C(C(=O)Nc2ccc(S(=O)Cc4cncn4CC(C)C)cc2)CCN3CC(C)C)cc1. RXN SMILES: [CH2:1]([CH2:2][CH2:3][CH3:4])[O:5][CH2:6][CH2:7][O:8][c:9]1[cH:10][cH:11][c:12](-[c:15]2[cH:16][cH:17][c:18]3[c:19]([cH:49]2)[CH:20]=[C:21]([C:29](=[O:30])[NH:31][c:32]2[cH:33][cH:34][c:35]([S:38][CH2:39][c:40]4[cH:41][n:42][cH:43][n:44]4[CH2:45][CH:46]([CH3:47])[CH3:48])[cH:36][cH:37]2)[CH2:22][CH2:23][N:24]3[CH2:25][CH:26]([CH3:27])[CH3:28])[cH:13][cH:14]1.[CH3:61][S:62][CH3:63].[Cl:65][CH2:66][Cl:67].[OH2:64].[OH:50][O:51][C:52]([c:53]1[cH:54][c:55]([Cl:56])[cH:57][cH:58][cH:59]1)=[O:60]>>[CH2:1]([CH2:2][CH2:3][CH3:4])[O:5][CH2:6][CH2:7][O:8][c:9]1[cH:10][cH:11][c:12](-[c:15]2[cH:16][cH:17][c:18]3[c:19]([cH:49]2)[CH:20]=[C:21]([C:29](=[O:30])[NH:31][c:32]2[cH:33][cH:34][c:35]([S:38]([CH2:39][c:40]4[cH:41][n:42][cH:43][n:44]4[CH2:45][CH:46]([CH3:47])[CH3:48])=[O:50])[cH:36][cH:37]2)[CH2:22][CH2:23][N:24]3[CH2:25][CH:26]([CH3:27])[CH3:28])[cH:13][cH:14]1.